Task: describe an organic reaction: reactants, conditions, products, and yield. Dataset: the Open Reaction Database (ORD), a public repository of structured organic reaction records The product is CCCC(CO)CCC#N. Starting materials: [BH4-], CO, CCCC(C=O)CCC#N, Cl, [Na+]. RXN SMILES: [BH4-:11].[CH3:14][OH:15].[CH:1](=[O:2])[CH:3]([CH2:4][CH2:5][C:6]#[N:7])[CH2:8][CH2:9][CH3:10].[ClH:13].[Na+:12]>>[CH2:1]([OH:2])[CH:3]([CH2:4][CH2:5][C:6]#[N:7])[CH2:8][CH2:9][CH3:10]. Reactants: NC=1C(=C(C(=O)NC2=C(C=C(C=C2C)C(C(F)(F)F)(C(F)(F)F)F)C)C=CC1C#N)F (3-amino-4-cyano-N-[2,6-dimethyl-4-(1,2,2,2-tetrafluoro-1-trifluoromethyl-ethyl)-phenyl]-2-fluoro-benzamide), C(C1=CC=CC=C1)(=O)Cl (benzoyl chloride), N1=CC=CC=C1 (pyridine), C(C1=CC=CC=C1)(=O)Cl (benzoyl chloride). Run in O1CCCC1 (tetrahydrofuran). Conditions: temperature 140 celsius, time 30 minute. Product: C(C1=CC=CC=C1)(=O)NC=1C(=C(C(=O)NC2=C(C=C(C=C2C)C(C(F)(F)F)(C(F)(F)F)F)C)C=CC1C#N)F (3-benzoylamino-4-cyano-N-[2,6-dimethyl-4-(1,2,2,2-tetrafluoro-1-trifluoromethyl-ethyl)-phenyl]-2-fluoro-benzamide). The yield is 28.0%. RXN SMILES: [NH2:1][C:2]1[C:3]([F:31])=[C:4]([CH:26]=[CH:27][C:28]=1[C:29]#[N:30])[C:5]([NH:7][C:8]1[C:13]([CH3:14])=[CH:12][C:11]([C:15]([F:24])([C:20]([F:23])([F:22])[F:21])[C:16]([F:19])([F:18])[F:17])=[CH:10][C:9]=1[CH3:25])=[O:6].N1C=CC=CC=1.[C:38](Cl)(=[O:45])[C:39]1[CH:44]=[CH:43][CH:42]=[CH:41][CH:40]=1>O1CCCC1>[C:38]([NH:1][C:2]1[C:3]([F:31])=[C:4]([CH:26]=[CH:27][C:28]=1[C:29]#[N:30])[C:5]([NH:7][C:8]1[C:9]([CH3:25])=[CH:10][C:11]([C:15]([F:24])([C:20]([F:21])([F:22])[F:23])[C:16]([F:18])([F:17])[F:19])=[CH:12][C:13]=1[CH3:14])=[O:6])(=[O:45])[C:39]1[CH:44]=[CH:43][CH:42]=[CH:41][CH:40]=1. Procedure details: To a solution of 3-amino-4-cyano-N-[2,6-dimethyl-4-(1,2,2,2-tetrafluoro-1-trifluoromethyl-ethyl)-phenyl]-2-fluoro-benzamide (68 mg, 0.15 mmol) (Example I12) in tetrahydrofuran (2 ml) were added pyridine (36 μl, 0.45 mmol) and benzoyl chloride (21 μl, 0.18 mmol). The reaction mixture was heated in a microwave at 140° C. for 30 minutes. The reaction mixture was allowed to cool to ambient temperature. A second portion of benzoyl chloride (21 μl, 0.18 mmol) was added and heating repeated at 140° C. ... Reactants: CC=1C(NC=CC1OC)(C(=O)O)N (methyl 2-amino-4-methoxy-picolinic acid), CC=1C(NC=CC1OC)(C(=O)O)N (methyl 2-amino-4-methoxy-picolinic acid), C(C)(C)N(CC)C(C)C (diisopropylethylamine), C(C1=CC=CC=C1)(C1=CC=CC=C1)(C1=CC=CC=C1)Cl (trityl chloride). Reagents/catalysts: [I-].C(CCC)[N+](CCCC)(CCCC)CCCC (tetrabutylammonium iodide). Run in ClCCl (dichloromethane). Run at time 48 hour. Yields the product CC=1C(NC=CC1OC)(C(=O)O)NC(C1=CC=CC=C1)(C1=CC=CC=C1)C1=CC=CC=C1 (Methyl 4-methoxy-2-(trityl-amino)-picolinic acid). Isolated yield 88.7%. As a reaction SMILES: [CH3:1][C:2]1[C:3]([NH2:13])([C:10]([OH:12])=[O:11])[NH:4][CH:5]=[CH:6][C:7]=1[O:8][CH3:9].C(N(C(C)C)CC)(C)C.[C:23](Cl)([C:36]1[CH:41]=[CH:40][CH:39]=[CH:38][CH:37]=1)([C:30]1[CH:35]=[CH:34][CH:33]=[CH:32][CH:31]=1)[C:24]1[CH:29]=[CH:28][CH:27]=[CH:26][CH:25]=1>ClCCl.[I-].C([N+](CCCC)(CCCC)CCCC)CCC>[CH3:1][C:2]1[C:3]([NH:13][C:23]([C:24]2[CH:29]=[CH:28][CH:27]=[CH:26][CH:25]=2)([C:36]2[CH:37]=[CH:38][CH:39]=[CH:40][CH:41]=2)[C:30]2[CH:31]=[CH:32][CH:33]=[CH:34][CH:35]=2)([C:10]([OH:12])=[O:11])[NH:4][CH:5]=[CH:6][C:7]=1[O:8][CH3:9] |f:4.5|. Procedure details: 1.70 g of methyl 2-amino-4-methoxy-picolinic acid (compound C6) are dissolved in 44 ml of dichloromethane. Subsequently, 1.92 ml of diisopropylethylamine, 690 mg of tetrabutylammonium iodide, and 3.12 g of trityl chloride are added. The solution is stirred for 48 h at room temperature. Thereafter, the mixture is extracted three times each with 50 ml of sat sodium hydrogencarbonate solution. The organic layer is dried using sodium sulphate, filtered with suction and concentrated in vacuum. The cr... The reactants are ClC=1N=NC=C2C1SC(=C2)C=2C=C(C(=O)NC1CC1)C=CC2C (3-(7-chlorothieno[2,3-d]pyridazin-2-yl)-N-cyclopropyl-4-methylbenzamide), N1C(CNCC1)=O (piperazin-2-one), C(C)(C)N(C(C)C)CC (N,N-diisopropylethylamine). Run in CN1CCCC1=O (NMP), O (H2O). Conditions: temperature 180 celsius. The product is C1(CC1)NC(C1=CC(=C(C=C1)C)C1=CC=2C(=C(N=NC2)N2CC(NCC2)=O)S1)=O (N-cyclopropyl-4-methyl-3-(7-(3-oxopiperazin-1-yl)thieno[2,3-d]pyridazin-2-yl)benzamide). As a reaction SMILES: Cl[C:2]1[N:3]=[N:4][CH:5]=[C:6]2[CH:10]=[C:9]([C:11]3[CH:12]=[C:13]([CH:20]=[CH:21][C:22]=3[CH3:23])[C:14]([NH:16][CH:17]3[CH2:19][CH2:18]3)=[O:15])[S:8][C:7]=12.[NH:24]1[CH2:29][CH2:28][NH:27][CH2:26][C:25]1=[O:30].C(N(CC)C(C)C)(C)C>CN1C(=O)CCC1.O>[CH:17]1([NH:16][C:14](=[O:15])[C:13]2[CH:20]=[CH:21][C:22]([CH3:23])=[C:11]([C:9]3[S:8][C:7]4=[C:2]([N:27]5[CH2:28][CH2:29][NH:24][C:25](=[O:30])[CH2:26]5)[N:3]=[N:4][CH:5]=[C:6]4[CH:10]=3)[CH:12]=2)[CH2:19][CH2:18]1. Procedure details: The title compound was prepared by a method similar to that described in Example 2. 3-(7-chlorothieno[2,3-d]pyridazin-2-yl)-N-cyclopropyl-4-methylbenzamide (100 mg, 291 μmol), piperazin-2-one (44 mg, 436 μmol) and N,N-diisopropylethylamine (152 μl, 873 μmol) were combined in NMP (2 ml) and heated to 180° C. for 18 hrs. The mixture was cooled to RT, diluted with H2O and filtered. The solids were washed with H2O and air-dried. Both the solid and solution were collected, dissolved in DMSO and purif... Reactants: N[C@@H](CO)C(=O)O (serine), S(=O)(Cl)Cl (thionyl chloride), CO (methanol). Yields the product Cl.COC([C@@H](CO)N)=O ((R)-2-amino-3-hydroxy-propionic acid methyl ester hydrochloride). Yield: 100.0%. Reaction SMILES: [NH2:1][C@H:2]([C:5]([OH:7])=[O:6])[CH2:3][OH:4].S(Cl)([Cl:10])=O.[CH3:12]O>>[ClH:10].[CH3:12][O:6][C:5](=[O:7])[C@H:2]([NH2:1])[CH2:3][OH:4] |f:3.4|. Procedure details: To a solution of serine (105 g, 1 mol) in methanol (1200 mL) was added thionyl chloride (87.6 mL, 142.8 g, 1.2 mol) dropwise at 0° C. After addition, the reaction mixture was heated under reflux for 12 h. Volatiles were evaporated to give (R)-2-amino-3-hydroxy-propionic acid methyl ester hydrochloride (155 g, 100%) as a solid that was used without further purification. 1H NMR (CDCl3, 400 MHZ) δ 3.71 (s, 3 H), 3.79 (m, 2 H), 4.08 (s, 1 H), 8.51 (br s, 2 H). Reactants: N1CCSCC1 (thiomorpholine), FC1=CC=C(C=C1)[N+](=O)[O-] (p-fluoronitrobenzene). Conditions: time 1 hour. Yields the product [N+](=O)([O-])C1=CC=C(C=C1)N1CCSCC1 (4-(p-nitrophenyl)-tetrahydro-4-H-1,4-thiazine). RXN SMILES: [NH:1]1[CH2:6][CH2:5][S:4][CH2:3][CH2:2]1.F[C:8]1[CH:13]=[CH:12][C:11]([N+:14]([O-:16])=[O:15])=[CH:10][CH:9]=1>>[N+:14]([C:11]1[CH:12]=[CH:13][C:8]([N:1]2[CH2:6][CH2:5][S:4][CH2:3][CH2:2]2)=[CH:9][CH:10]=1)([O-:16])=[O:15]. Procedure: (ab) 23 ml of thiomorpholine are slowly added dropwise at about 80° to 17.17 g of p-fluoronitrobenzene in such a manner that the internal temperature does not rise above 110°. The mixture is then stirred at 120° for an additional 1 hour, whereupon it is extracted three times with 1 l of dichloromethane each time and the organic phases are washed three times with 500 ml of water each time, dried over sodium sulfate and evaporated. By recrystallization of the crude product from dichloromethane/eth... Starting materials: [H-].[Na+] (Sodium hydride), COC(=O)C1=CC=C(N1)C(=O)OCC (1H-pyrrole-2,5-dicarboxylic acid 2-ethyl ester 5-methyl ester), CC1=C(C(=CC(=C1)C)C)S(=O)(=O)NO (2,4,6-Trimethyl-benzenesulfonylhydroxylamine). Run in CN(C=O)C (N,N-dimethylformamide). Reaction conditions: time 5 minute. Product: COC(=O)C1=CC=C(N1N)C(=O)OCC (1-amino-1H-pyrrole-2,5-dicarboxylic acid 2-ethyl ester 5-methyl ester). The yield is 92.9%. Reaction SMILES: [H-].[Na+].[CH3:3][O:4][C:5]([C:7]1[NH:11][C:10]([C:12]([O:14][CH2:15][CH3:16])=[O:13])=[CH:9][CH:8]=1)=[O:6].CC1C=C(C)C=C(C)C=1S([NH:29]O)(=O)=O>CN(C)C=O>[CH3:3][O:4][C:5]([C:7]1[N:11]([NH2:29])[C:10]([C:12]([O:14][CH2:15][CH3:16])=[O:13])=[CH:9][CH:8]=1)=[O:6] |f:0.1|. Procedure: Sodium hydride (60% suspension in mineral oil, 90 mg) was added to a solution of 1H-pyrrole-2,5-dicarboxylic acid 2-ethyl ester 5-methyl ester (100 mg) in N,N-dimethylformamide (2 mL) and the resulting mixture was stirred for 5 minutes. 2,4,6-Trimethyl-benzenesulfonylhydroxylamine (prepared from 0.5 g of mesitilene oxamate as described in JOC 1973, 1239) was then added and the mixture was stirred for 5 minutes. The reaction mixture was then quenched by addition of water and the resulting mixture...